This data is from the Open Reaction Database (ORD), a public repository of structured organic reaction records. The task is: describe an organic reaction: reactants, conditions, products, and yield The reactants are Cc1nn(C)c(=O)n1-c1nc2c(s1)CCOc1cc(Br)ccc1-2, O=C([O-])[O-], CC(C)c1nn(C)c(=O)[nH]1, Cc1nn(C)c(=O)n1-c1nc2c(s1)CCOc1cc(I)ccc1-2, [K+], [K+]. Product: CC(C)c1nn(C)c(=O)n1-c1nc2c(s1)CCOc1cc(Br)ccc1-2. As a reaction SMILES: [Br:1][c:2]1[cH:3][c:4]2[c:5]([cH:22][cH:23]1)-[c:6]1[n:7][c:8](-[n:14]3[c:15]([CH3:16])[n:17][n:18]([CH3:19])[c:20]3=[O:21])[s:9][c:10]1[CH2:11][CH2:12][O:13]2.[C:57](=[O:58])([O-:59])[O-:60].[CH:47]([CH3:48])([CH3:49])[c:50]1[nH:51][c:52](=[O:56])[n:53]([CH3:55])[n:54]1.[I:24][c:25]1[cH:26][cH:27][c:28]2[c:45]([cH:46]1)[O:44][CH2:43][CH2:42][c:41]1[c:29]-2[n:30][c:31](-[n:32]2[c:33]([CH3:34])[n:35][n:36]([CH3:37])[c:38]2=[O:39])[s:40]1.[K+:61].[K+:62]>>[Br:1][c:2]1[cH:3][c:4]2[c:5]([cH:22][cH:23]1)-[c:6]1[n:7][c:8](-[n:51]3[c:50]([CH:47]([CH3:48])[CH3:49])[n:54][n:53]([CH3:55])[c:52]3=[O:56])[s:9][c:10]1[CH2:11][CH2:12][O:13]2. Reactants: ClCCl, Nc1nc2ccc(Cl)cc2s1, [NH4+], O=S(Cl)Cl, c1ccncc1, O=C([O-])c1cccnc1NCC1CCN(c2ccncc2)CC1. Yields the product O=C(Nc1nc2ccc(Cl)cc2s1)c1cccnc1NCC1CCN(c2ccncc2)CC1. Reaction SMILES: [CH2:40]([Cl:41])[Cl:42].[NH2:29][c:30]1[s:31][c:32]2[c:33]([n:34]1)[cH:35][cH:36][c:37]([Cl:39])[cH:38]2.[NH4+:24].[S:25]([Cl:26])([Cl:27])=[O:28].[cH:43]1[cH:44][cH:45][n:46][cH:47][cH:48]1.[n:1]1[cH:2][cH:3][c:4]([N:7]2[CH2:8][CH2:9][CH:10]([CH2:13][NH:14][c:15]3[n:16][cH:17][cH:18][cH:19][c:20]3[C:21](=[O:22])[O-:23])[CH2:11][CH2:12]2)[cH:5][cH:6]1>>[n:1]1[cH:2][cH:3][c:4]([N:7]2[CH2:8][CH2:9][CH:10]([CH2:13][NH:14][c:15]3[n:16][cH:17][cH:18][cH:19][c:20]3[C:21](=[O:23])[NH:29][c:30]3[s:31][c:32]4[c:33]([n:34]3)[cH:35][cH:36][c:37]([Cl:39])[cH:38]4)[CH2:11][CH2:12]2)[cH:5][cH:6]1. The reactants are crude product, C(C)OCOC1=CC=C(C=C1)I (1-ethoxymethoxy-4-iodobenzene), FC(C(C(=O)[O-])(F)F)(F)F.[Na+] (sodium pentafluoropropionate salt), CN(C)C=O (DMF). Reagents/catalysts: [Cu]I (copper (I) iodide). Run in C1(=CC=CC=C1)C (toluene). Reaction conditions: temperature 145 celsius. Product: C(C)OCOC1=CC=C(C=C1)C(C(F)(F)F)(F)F (1-ethoxymethoxy-4-pentafluoroethyl benzene). As a reaction SMILES: [CH2:1]([O:3][CH2:4][O:5][C:6]1[CH:11]=[CH:10][C:9](I)=[CH:8][CH:7]=1)[CH3:2].[F:13][C:14]([F:22])([F:21])[C:15]([F:20])([F:19])C([O-])=O.[Na+].CN(C=O)C>[Cu]I.C1(C)C=CC=CC=1>[CH2:1]([O:3][CH2:4][O:5][C:6]1[CH:11]=[CH:10][C:9]([C:15]([F:20])([F:19])[C:14]([F:22])([F:21])[F:13])=[CH:8][CH:7]=1)[CH3:2] |f:1.2|. Procedure: A mixture of 7.5 g of crude product of 1-ethoxymethoxy-4-iodobenzene, 10.0 g of sodium pentafluoropropionate salt, 10.27 g of copper (I) iodide, 120 ml of DMF and 45 ml of toluene was stirred while heating at 140 to 150° C. for one hour to remove about 40 ml of toluene. The reaction mixture was heated to reflux at 160 to 170° C. for further five hours, and then cooled to room temperature and poured into ice water. To the reaction mixture, 200 ml of diethyl ether was added. The reaction mixture w...